The task is: describe an organic reaction: reactants, conditions, products, and yield. This data is from the Open Reaction Database (ORD), a public repository of structured organic reaction records. As a reaction SMILES: [CH3:35][OH:36].[CH:1]1([CH2:4][CH2:5][NH:6][C:7](=[O:8])[c:9]2[cH:10][cH:11][c:12]([C:15]3=[CH:20][CH2:19][N:18]([C:21]([c:22]4[c:23]([C:28]([F:29])([F:30])[F:31])[cH:24][cH:25][cH:26][cH:27]4)=[O:32])[CH2:17][CH2:16]3)[n:13][cH:14]2)[CH2:2][CH2:3]1.[H:33][H:34]>>[CH:1]1([CH2:4][CH2:5][NH:6][C:7](=[O:8])[c:9]2[cH:10][cH:11][c:12]([CH:15]3[CH2:16][CH2:17][N:18]([C:21]([c:22]4[c:23]([C:28]([F:29])([F:30])[F:31])[cH:24][cH:25][cH:26][cH:27]4)=[O:32])[CH2:19][CH2:20]3)[n:13][cH:14]2)[CH2:2][CH2:3]1. Starting materials: CO, O=C(NCCC1CC1)c1ccc(C2=CCN(C(=O)c3ccccc3C(F)(F)F)CC2)nc1, [H][H]. Yields the product O=C(NCCC1CC1)c1ccc(C2CCN(C(=O)c3ccccc3C(F)(F)F)CC2)nc1. Starting materials: CC=1C=C(C=C(OCCCO)C1)OS(=O)(=O)C1=C(C=CC=C1)S(=O)(=O)C (3-[5-methyl-3-[2-(methylsulfonyl)phenylsulfonyloxy]-phenoxy]propanol), CS(=O)C (dimethyl sulfoxide), C(C)(C)N(C(C)C)CC (N,N-diisopropylethylamine). Run in ClCCl (dichloromethane). Reaction conditions: time 0.75 hour. Product: CC=1C=C(C=C(OCCC=O)C1)OS(=O)(=O)C1=C(C=CC=C1)S(=O)(=O)C (3-[5-Methyl-3-[2-(methylsulfonyl)phenylsulfonyloxy]phenoxy]propionaldehyde). As a reaction SMILES: [CH3:1][C:2]1[CH:3]=[C:4]([O:13][S:14]([C:17]2[CH:22]=[CH:21][CH:20]=[CH:19][C:18]=2[S:23]([CH3:26])(=[O:25])=[O:24])(=[O:16])=[O:15])[CH:5]=[C:6]([CH:12]=1)[O:7][CH2:8][CH2:9][CH2:10][OH:11].CS(C)=O.C(N(CC)C(C)C)(C)C>ClCCl>[CH3:1][C:2]1[CH:3]=[C:4]([O:13][S:14]([C:17]2[CH:22]=[CH:21][CH:20]=[CH:19][C:18]=2[S:23]([CH3:26])(=[O:24])=[O:25])(=[O:15])=[O:16])[CH:5]=[C:6]([CH:12]=1)[O:7][CH2:8][CH2:9][CH:10]=[O:11]. Procedure: A solution of 3-[5-methyl-3-[2-(methylsulfonyl)phenylsulfonyloxy]-phenoxy]propanol (1.16 g, 2.9 mmol), as prepared in the preceding step, anhydrous dimethyl sulfoxide (0.62 mL, 8.7 mmol), and N,N-diisopropylethylamine (1.0 mL, 6.1 mmol) in anhydrous dichloromethane (30 mL) was treated with sulfur trioxide pyridine complex (0.97 g 6.1 mmol) at 0° C. The reaction mixture was stirred for 0.75 h before quenching with 10% aqueous citric acid (40 mL). The dichloromethane layer was separated and the aq... Reactants: OCCOCCO, CCCC=CC1CCC(c2ccc(NC(=O)OCCC)cc2)CC1, [K+], [OH-], O. Yields the product CCCC=CC1CCC(c2ccc(N)cc2)CC1. As a reaction SMILES: [CH2:28]([OH:29])[CH2:30][O:31][CH2:32][CH2:33][OH:34].[CH:1](=[CH:2][CH2:3][CH2:4][CH3:5])[CH:6]1[CH2:7][CH2:8][CH:9]([c:12]2[cH:13][cH:14][c:15]([NH:18][C:19](=[O:20])[O:21][CH2:22][CH2:23][CH3:24])[cH:16][cH:17]2)[CH2:10][CH2:11]1.[K+:26].[OH-:25].[OH2:27]>>[CH:1](=[CH:2][CH2:3][CH2:4][CH3:5])[CH:6]1[CH2:7][CH2:8][CH:9]([c:12]2[cH:13][cH:14][c:15]([NH2:18])[cH:16][cH:17]2)[CH2:10][CH2:11]1. Starting materials: COc1ccc(-n2nc(C(=O)N3CCCCN3)cc2-c2ccccn2)cn1, CN(C)C=O, CN(C)c1ccncc1. The product is COc1ccc(-n2nc(C(=O)N3CCCCN3C=O)cc2-c2ccccn2)cn1. Reaction SMILES: [CH3:1][O:2][c:3]1[cH:4][cH:5][c:6](-[n:9]2[n:10][c:11]([C:20](=[O:21])[N:22]3[NH:23][CH2:24][CH2:25][CH2:26][CH2:27]3)[cH:12][c:13]2-[c:14]2[n:15][cH:16][cH:17][cH:18][cH:19]2)[cH:7][n:8]1.[CH3:28][N:29]([CH:30]=[O:31])[CH3:32].[CH3:33][N:34]([CH3:35])[c:36]1[cH:37][cH:38][n:39][cH:40][cH:41]1>>[CH3:1][O:2][c:3]1[cH:4][cH:5][c:6](-[n:9]2[n:10][c:11]([C:20](=[O:21])[N:22]3[N:23]([CH:30]=[O:31])[CH2:24][CH2:25][CH2:26][CH2:27]3)[cH:12][c:13]2-[c:14]2[n:15][cH:16][cH:17][cH:18][cH:19]2)[cH:7][n:8]1. Starting materials: CO, COC(=O)c1cc(OCCOC2CCCCO2)c(Oc2cccc(OC)c2)c([N+](=O)[O-])c1. The product is COC(=O)c1cc(N)c(Oc2cccc(OC)c2)c(OCCOC2CCCCO2)c1. RXN SMILES: [CH3:33][OH:34].[N+:1]([O-:2])(=[O:3])[c:4]1[cH:5][c:6]([C:7](=[O:8])[O:9][CH3:10])[cH:11][c:12]([O:23][CH2:24][CH2:25][O:26][CH:27]2[O:28][CH2:29][CH2:30][CH2:31][CH2:32]2)[c:13]1[O:14][c:15]1[cH:16][c:17]([O:21][CH3:22])[cH:18][cH:19][cH:20]1>>[NH2:1][c:4]1[cH:5][c:6]([C:7](=[O:8])[O:9][CH3:10])[cH:11][c:12]([O:23][CH2:24][CH2:25][O:26][CH:27]2[O:28][CH2:29][CH2:30][CH2:31][CH2:32]2)[c:13]1[O:14][c:15]1[cH:16][c:17]([O:21][CH3:22])[cH:18][cH:19][cH:20]1. Starting materials: Cl (HCl), C(=O)(O)[O-].[Na+] (NaHCO3), COC(=O)C1(C(C1)CC)NC(=O)C1N(CC(C1)OC1=CC(=NC2=C(C(=CC=C12)OCC(OC)OC)Cl)C=1N=C(SC1)NC(C)C)C(C(C(C)(C)C)NC(=O)OC1CC2CC2C1)=O (1-({1-[2-(Bicyclo[3.1.0]hex-3-yloxycarbonylamino)-3,3-dimethylbutyryl]-4-[8-chloro-7-(2,2-dimethoxyethoxy)-2-(2-isopropylaminothiazol-4-yl)-quinolin-4-yloxy]pyrrolidine-2-carbonyl}amino)-2-ethylcyclopropanecarboxylic acid methyl ester), N1CCOCC1 (morpholine), C(C)(=O)O[BH-](OC(C)=O)OC(C)=O.[Na+] (sodium triacetoxyborohydride). The solvent is C(C)(=O)O (acetic acid), O (H2O), C(C)(=O)O (acetic acid). Reaction conditions: temperature 60 celsius, time 1 hour. The product is COC(=O)C1(C(C1)CC)NC(=O)C1N(CC(C1)OC1=CC(=NC2=C(C(=CC=C12)OCCN1CCOCC1)Cl)C=1N=C(SC1)NC(C)C)C(C(C(C)(C)C)NC(=O)OC1CC2CC2C1)=O (1-({1-[2-(bicyclo[3.1.0]hex-3-yloxycarbonylamino)-3,3-dimethylbutyryl]-4-[8-chloro-2-(2-isopropylaminothiazol-4-yl)-7-(2-morpholin-4-yl-ethoxy)quinolin-4-yloxy]pyrrolidine-2-carbonyl}-amino)-2-ethyl-cyclopropanecarboxylic acid methyl ester). Yield: 49.9%. As a reaction SMILES: [CH3:1][O:2][C:3]([C:5]1([NH:10][C:11]([CH:13]2[CH2:17][CH:16]([O:18][C:19]3[C:28]4[C:23](=[C:24]([Cl:36])[C:25]([O:29][CH2:30][CH:31](OC)OC)=[CH:26][CH:27]=4)[N:22]=[C:21]([C:37]4[N:38]=[C:39]([NH:42][CH:43]([CH3:45])[CH3:44])[S:40][CH:41]=4)[CH:20]=3)[CH2:15][N:14]2[C:46](=[O:62])[CH:47]([NH:52][C:53]([O:55][CH:56]2[CH2:61][CH:60]3[CH:58]([CH2:59]3)[CH2:57]2)=[O:54])[C:48]([CH3:51])([CH3:50])[CH3:49])=[O:12])[CH2:7][CH:6]1[CH2:8][CH3:9])=[O:4].Cl.[NH:64]1[CH2:69][CH2:68][O:67][CH2:66][CH2:65]1.C(O[BH-](OC(=O)C)OC(=O)C)(=O)C.[Na+].C([O-])(O)=O.[Na+]>C(O)(=O)C.O>[CH3:1][O:2][C:3]([C:5]1([NH:10][C:11]([CH:13]2[CH2:17][CH:16]([O:18][C:19]3[C:28]4[C:23](=[C:24]([Cl:36])[C:25]([O:29][CH2:30][CH2:31][N:64]5[CH2:69][CH2:68][O:67][CH2:66][CH2:65]5)=[CH:26][CH:27]=4)[N:22]=[C:21]([C:37]4[N:38]=[C:39]([NH:42][CH:43]([CH3:44])[CH3:45])[S:40][CH:41]=4)[CH:20]=3)[CH2:15][N:14]2[C:46](=[O:62])[CH:47]([NH:52][C:53]([O:55][CH:56]2[CH2:57][CH:58]3[CH:60]([CH2:59]3)[CH2:61]2)=[O:54])[C:48]([CH3:50])([CH3:51])[CH3:49])=[O:12])[CH2:7][CH:6]1[CH2:8][CH3:9])=[O:4] |f:3.4,5.6|. Procedure: 1-({1-[2-(Bicyclo[3.1.0]hex-3-yloxycarbonylamino)-3,3-dimethylbutyryl]-4-[8-chloro-7-(2,2-dimethoxyethoxy)-2-(2-isopropylaminothiazol-4-yl)-quinolin-4-yloxy]pyrrolidine-2-carbonyl}amino)-2-ethylcyclopropanecarboxylic acid methyl ester (23.6 g, 26 mmol) was dissolved in glacial acetic acid (200 ml) and 1.4N HCl in H2O (75 ml) was added to the solution. The mixture was stirred at 60° C. for 1 h. The mixture was concentrated to remove the solvents, followed by co-evaporation with toluene (×2) to re... Procedure: To a stirred suspension of 500 mg (2.93 mmol) 2-amino-4-chloro-6-oxo-1,6-dihydro-pyrimidine-5-carbonitrile in 10 ml DME were added 0.61 g (4.40 mmol) 2-mercapto-ethylpyridine and 1.10 ml (7.33 mmol) DBU and the mixture stirred at room temperature for 1 hour. The reaction mixture was then partitioned between water and ethyl acetate and the organic phase was dried over sodium sulfate and concentrated in vacuo. Chromatography (dichloromethane then methanol/dichloromethane 5/95) followed by triturat... Product: NC=1NC(C(=C(N1)SCCC1=NC=CC=C1)C#N)=O (2-amino-6-oxo-4-(2-pyridin-2-yl-ethylsulfanyl)-1,6-dihydro-pyrimidine-5-carbonitrile). Run in COCCOC (DME). Reaction SMILES: [NH2:1][C:2]1[NH:3][C:4](=[O:11])[C:5]([C:9]#[N:10])=[C:6](Cl)[N:7]=1.[SH:12][CH2:13][CH2:14][C:15]1[CH:20]=[CH:19][CH:18]=[CH:17][N:16]=1.C1CCN2C(=NCCC2)CC1>COCCOC>[NH2:1][C:2]1[NH:3][C:4](=[O:11])[C:5]([C:9]#[N:10])=[C:6]([S:12][CH2:13][CH2:14][C:15]2[CH:20]=[CH:19][CH:18]=[CH:17][N:16]=2)[N:7]=1. Run at time 1 hour. Isolated yield 38.7%. The reactants are SCCC1=NC=CC=C1 (2-mercapto-ethylpyridine), C1CCC2=NCCCN2CC1 (DBU), NC=1NC(C(=C(N1)Cl)C#N)=O (2-amino-4-chloro-6-oxo-1,6-dihydro-pyrimidine-5-carbonitrile). The reactants are COc1ccc(C(Nc2cccc(C(N)=O)c2)C(=O)O)cc1OC, O=CC(=O)O, CCc1cc(B(O)O)ccc1F, NC(=O)c1ccc(F)c(N)c1, O. Yields the product CCc1cc(C(Nc2cc(C(N)=O)ccc2F)C(=O)O)ccc1F. RXN SMILES: [C:1]([c:2]1[cH:3][c:4]([NH:5][CH:11]([c:6]2[cH:7][cH:8][c:9]([O:10][CH3:15])[c:16]([O:17][CH3:18])[cH:19]2)[C:12](=[O:13])[OH:14])[cH:20][cH:21][cH:22]1)(=[O:23])[NH2:24].[C:49]([OH:50])(=[O:51])[CH:52]=[O:53].[CH2:36]([CH3:37])[c:38]1[cH:39][c:40]([B:45]([OH:46])[OH:47])[cH:41][cH:42][c:43]1[F:44].[NH2:25][c:26]1[cH:27][c:28]([C:29](=[O:30])[NH2:31])[cH:32][cH:33][c:34]1[F:35].[OH2:48]>>[CH:11]([C:12](=[O:13])[OH:14])([NH:25][c:26]1[cH:27][c:28]([C:29](=[O:30])[NH2:31])[cH:32][cH:33][c:34]1[F:35])[c:40]1[cH:39][c:38]([CH2:36][CH3:37])[c:43]([F:44])[cH:42][cH:41]1. The reactants are N([C@@H]([C@@H](C)CC)C(=O)O)C(=O)OC(C)(C)C (Boc-Ile), ON1N=NC2=C1C=CC=C2 (1-hydroxybenzotriazole), C1(CCCCC1)N=C=NC1CCCCC1 (N,N'-dicyclohexylcarbodiimide), N1[C@H](C(=O)N[C@@H](CC2=CC=C(C=C2)O)C(=O)OC)CCC1 (Pro-Tyr-OMe). The solvent is CN(C=O)C (dimethylformamide), C(C)(=O)OCC (ethyl acetate). Reaction conditions: temperature 0 celsius, time 1 hour. Product: N([C@@H]([C@@H](C)CC)C(=O)N1[C@H](C(=O)N[C@@H](CC2=CC=C(C=C2)O)C(=O)OC)CCC1)C(=O)OC(C)(C)C (Boc-Ile-Pro-Tyr-OMe). Reaction SMILES: [NH:1]([C:10]([O:12][C:13]([CH3:16])([CH3:15])[CH3:14])=[O:11])[C@H:2]([C:7]([OH:9])=O)[C@H:3]([CH2:5][CH3:6])[CH3:4].ON1C2C=CC=CC=2N=N1.C1(N=C=NC2CCCCC2)CCCCC1.[NH:42]1[CH2:62][CH2:61][CH2:60][C@H:43]1[C:44]([NH:46][C@H:47]([C:56]([O:58][CH3:59])=[O:57])[CH2:48][C:49]1[CH:54]=[CH:53][C:52]([OH:55])=[CH:51][CH:50]=1)=[O:45]>CN(C)C=O.C(OCC)(=O)C>[NH:1]([C:10]([O:12][C:13]([CH3:16])([CH3:15])[CH3:14])=[O:11])[C@H:2]([C:7]([N:42]1[CH2:62][CH2:61][CH2:60][C@H:43]1[C:44]([NH:46][C@H:47]([C:56]([O:58][CH3:59])=[O:57])[CH2:48][C:49]1[CH:50]=[CH:51][C:52]([OH:55])=[CH:53][CH:54]=1)=[O:45])=[O:9])[C@H:3]([CH2:5][CH3:6])[CH3:4]. Procedure details: A solution of 3.5 g of Boc-Ile (16 mmol) is reacted with 3.8 g of 1-hydroxybenzotriazole (2.4 mmol) and 3.7 g of N,N'-dicyclohexylcarbodiimide (18 mmol) for 1 hour at 0° C., and then the solution of Pro-Tyr-OMe in 15 cm3 of dimethylformamide, prepared earlier, is added. After stirring for 1 hour at 0° C. and then for 10 hours at 20° C., the precipitate of dicyclohexylurea is separated off by filtration and the filtrate is concentrated. The residue obtained is dissolved in ethyl acetate and the s... The reactants are ClC=1C=C(C=CC1)SC1=CC(=CO1)C(=O)[O-] (5-(3-Chlorophenylthio)furan-3-carboxylate), [OH-].[K+] (potassium hydroxide). Solvent: C(C)(=O)OCC (ethyl acetate). The product is ClC=1C=C(C=CC1)SC1=CC(=CO1)C(=O)[O-].[K+] (Potassium 5-(3-chlorophenylthio)furan-3-carboxylate). Reaction SMILES: [Cl:1][C:2]1[CH:3]=[C:4]([S:8][C:9]2[O:13][CH:12]=[C:11]([C:14]([O-:16])=[O:15])[CH:10]=2)[CH:5]=[CH:6][CH:7]=1.[OH-].[K+:18]>C(OCC)(=O)C>[Cl:1][C:2]1[CH:3]=[C:4]([S:8][C:9]2[O:13][CH:12]=[C:11]([C:14]([O-:16])=[O:15])[CH:10]=2)[CH:5]=[CH:6][CH:7]=1.[K+:18] |f:1.2,4.5|. Procedure: 5-(3-Chlorophenylthio)furan-3-carboxylate is dissolved in ethyl acetate. An equivalent of ethanolic potassium hydroxide is added. Potassium 5-(3-chlorophenylthio)furan-3-carboxylate is isolated by concentration to dryness or by precipitation resulting from addition of a non-solvent (ether or heptane).